From a dataset of the Open Reaction Database (ORD), a public repository of structured organic reaction records. describe an organic reaction: reactants, conditions, products, and yield Conditions: temperature 0 celsius, time 3 hour. As a reaction SMILES: ClS([N:5]=[C:6]=[O:7])(=O)=O.[CH2:8]([N:11]([CH3:36])[CH2:12][CH2:13][CH2:14][CH2:15][CH2:16][CH2:17][O:18][C:19]1[CH:24]=[CH:23][C:22]([C:25]([C:27]2[CH:32]=[CH:31][C:30]([Br:33])=[CH:29][CH:28]=2)=O)=[C:21]([NH:34][CH3:35])[CH:20]=1)[CH:9]=[CH2:10].C(=O)(O)[O-].[Na+]>C(Cl)Cl>[CH2:8]([N:11]([CH3:36])[CH2:12][CH2:13][CH2:14][CH2:15][CH2:16][CH2:17][O:18][C:19]1[CH:20]=[C:21]2[C:22]([C:25]([C:27]3[CH:32]=[CH:31][C:30]([Br:33])=[CH:29][CH:28]=3)=[N:5][C:6](=[O:7])[N:34]2[CH3:35])=[CH:23][CH:24]=1)[CH:9]=[CH2:10] |f:2.3|. Solvent: C(Cl)Cl (methylene chloride), C(Cl)Cl (methylene chloride), C(Cl)Cl (methylene chloride), C(Cl)Cl (methylene chloride). Starting materials: ClS(=O)(=O)N=C=O (chlorosulphonyl isocyanate), ClS(=O)(=O)N=C=O (chlorosulphonyl isocyanate), C(C=C)N(CCCCCCOC1=CC(=C(C=C1)C(=O)C1=CC=C(C=C1)Br)NC)C ([4-[6-(allyl-methyl-amino)-hexyloxy]-2-methylamino-phenyl]-(4-bromo-phenyl)-methanone), C([O-])(O)=O.[Na+] (sodium bicarbonate). Yields the product C(C=C)N(CCCCCCOC1=CC=C2C(=NC(N(C2=C1)C)=O)C1=CC=C(C=C1)Br)C (7-[6-(allyl-methyl-amino)-hexyloxy]-4-(4-bromo-phenyl)-1-methyl-1H-quinazolin-2-one). Procedure details: A solution of 0.16 ml of chlorosulphonyl isocyanate in 0.8 ml of methylene chloride is added dropwise at 0° C. to a solution of 0.69 g of [4-[6-(allyl-methyl-amino)-hexyloxy]-2-methylamino-phenyl]-(4-bromo-phenyl)-methanone in 4 ml of methylene chloride. After 3 hrs. at room temperature the mixture is again cooled to 0° C. and 0.8 ml of chlorosulphonyl isocyanate in 0.5 ml of methylene chloride is added dropwise. After 1 hr. at room temperature the mixture is worked-up with saturated sodium bica... Starting materials: Brc1cccc2cnccc12, [K+], O=[N+]([O-])[O-], O=S(=O)(O)O. Yields the product O=[N+]([O-])c1ccc(Br)c2ccncc12. As a reaction SMILES: [Br:1][c:2]1[c:3]2[cH:4][cH:5][n:6][cH:7][c:8]2[cH:9][cH:10][cH:11]1.[K+:16].[N+:12](=[O:13])([O-:14])[O-:15].[S:17](=[O:18])(=[O:19])([OH:20])[OH:21]>>[Br:1][c:2]1[c:3]2[cH:4][cH:5][n:6][cH:7][c:8]2[c:9]([N+:12](=[O:13])[O-:14])[cH:10][cH:11]1. Starting materials: CC(C)(C)OC(=O)Nc1ccc(-c2ccoc2)cc1NC(=O)CC(=O)c1cccc(C#N)c1, ClCCl, O=C(O)C(F)(F)F. Product: N#Cc1cccc(C2=Nc3ccc(-c4ccoc4)cc3NC(=O)C2)c1. Reaction SMILES: [C:1]([O:2][C:3](=[O:4])[NH:7][c:8]1[c:9]([NH:19][C:20]([CH2:21][C:22](=[O:5])[c:24]2[cH:25][c:26]([C:30]#[N:31])[cH:27][cH:28][cH:29]2)=[O:32])[cH:10][c:11](-[c:14]2[cH:15][o:16][cH:17][cH:18]2)[cH:12][cH:13]1)([CH3:6])([CH3:23])[CH3:33].[Cl:41][CH2:42][Cl:43].[F:34][C:35]([F:36])([F:37])[C:38]([OH:39])=[O:40]>>[N:7]1=[C:22]([c:24]2[cH:25][c:26]([C:30]#[N:31])[cH:27][cH:28][cH:29]2)[CH2:21][C:20](=[O:32])[NH:19][c:9]2[c:8]1[cH:13][cH:12][c:11](-[c:14]1[cH:15][o:16][cH:17][cH:18]1)[cH:10]2.